From a dataset of the Open Reaction Database (ORD), a public repository of structured organic reaction records. describe an organic reaction: reactants, conditions, products, and yield Reactants: NC=1SC2=C(N1)C=CC(=C2)OC(F)(F)F (2-Amino-6-trifluoromethoxybenzothiazole), ClCCNC(C)=O (N-(2-chloroethyl)acetamide), [I-].[Na+] (sodium iodide). The solvent is C(C)C(=O)C (methyl ethyl ketone). Conditions: temperature 20 celsius. Product: C(C)(=O)NCCN1C(SC2=C1C=CC(=C2)OC(F)(F)F)=N (3-(2-Acetamidoethyl)-2-imino-6-trifluoromethoxybenzothiazoline). Yield: 21.1%. As a reaction SMILES: [NH2:1][C:2]1[S:3][C:4]2[CH:10]=[C:9]([O:11][C:12]([F:15])([F:14])[F:13])[CH:8]=[CH:7][C:5]=2[N:6]=1.Cl[CH2:17][CH2:18][NH:19][C:20](=[O:22])[CH3:21].[I-].[Na+]>C(C(C)=O)C>[C:20]([NH:19][CH2:18][CH2:17][N:6]1[C:5]2[CH:7]=[CH:8][C:9]([O:11][C:12]([F:15])([F:13])[F:14])=[CH:10][C:4]=2[S:3][C:2]1=[NH:1])(=[O:22])[CH3:21] |f:2.3|. Reported procedure: 2-Amino-6-trifluoromethoxybenzothiazole (9.4 g), N-(2-chloroethyl)acetamide (9.7 g) and sodium iodide (13.5 g) in methyl ethyl ketone (30 cc) are heated for 40 hours to boiling. After cooling to a temperature in the region of 20° C., the reaction medium is added to distilled water (200 cc), treated with 1N sodium hydroxide (40 cc) and then extracted with ethyl acetate (200 cc). After drying over magnesium sulphate and then concentration to dryness at 40° C. under reduced pressure (20 mm Hg; 2.7 ... Starting materials: BrC1=CC=C(OC=2C=C(C=C(C(=O)Cl)C2)C(=O)Cl)C=C1 (5-(4-bromophenoxy)isophthaloyl chloride), [OH-].[K+] (potassium hydroxide), II, CC=1C=C([O-])C=C(C1)C.[K+] (Potassium 3,5-dimethylphenoxide), BrC1=CC=C(C=C1)Br (1,4-dibromobenzene). The reagents and catalysts are [Cu] (copper). The product is BrC1=CC=C(OC2=CC(=CC(=C2)C)C)C=C1 (1-(4-bromophenoxy)-3,5-dimethylbenzene). The yield is 60.0%. As a reaction SMILES: [Br:1][C:2]1[CH:20]=[CH:19][C:5]([O:6][C:7]2[CH:8]=[C:9]([C:16](Cl)=O)[CH:10]=[C:11]([CH:15]=2)[C:12](Cl)=O)=[CH:4][CH:3]=1.CC1C=C(C=C(C)C=1)[O-].[K+].BrC1C=CC(Br)=CC=1.[OH-].[K+]>[Cu]>[Br:1][C:2]1[CH:20]=[CH:19][C:5]([O:6][C:7]2[CH:15]=[C:11]([CH3:12])[CH:10]=[C:9]([CH3:16])[CH:8]=2)=[CH:4][CH:3]=1 |f:1.2,4.5|. Procedure details: The synthetic route to 5-(4-bromophenoxy)isophthaloyl chloride is depicted in Equation II below. Potassium 3,5-dimethylphenoxide (1.0 mole) was reacted with 1,4-dibromobenzene (2.0 moles) in the presence of copper at 200° C. under nitrogen for two hours. The hot reaction mixture was poured into aqueous potassium hydroxide and subsequently filtered. The resulting oily filtrate was extracted with methylene chloride and the organic phase was washed with water. The methylene chloride was removed and... Reactants: C(#N)C1=CC(=C(C(=O)O)C=C1)C (4-cyano-2-methylbenzoic acid), [OH-].[K+] (potassium hydroxide). The solvent is [Cl-].[Na+].O (brine), C(C)(C)(C)O (t-butanol). Product: NC(=O)C1=CC(=C(C(=O)O)C=C1)C (4-(aminocarbonyl)-2-methylbenzoic acid). Isolated yield 48.2%. Reaction SMILES: [C:1]([C:3]1[CH:11]=[CH:10][C:6]([C:7]([OH:9])=[O:8])=[C:5]([CH3:12])[CH:4]=1)#[N:2].[OH-:13].[K+]>C(O)(C)(C)C.[Cl-].[Na+].O>[NH2:2][C:1]([C:3]1[CH:11]=[CH:10][C:6]([C:7]([OH:9])=[O:8])=[C:5]([CH3:12])[CH:4]=1)=[O:13] |f:1.2,4.5.6|. Reported procedure: To 4-cyano-2-methylbenzoic acid (0.071 g, 0.44 mmol) in 2 ml of t-butanol was added potassium hydroxide (0.13 g, 2.15 mmol). The reaction mixture was refluxed for 30 min and cooled to room temperature. To the reaction mixture was added 10 ml of brine and the reaction mixture was extracted with ethyl acetate (2×15 ml). The water layer was acidified to pH 1-2 with concentrated aqueous hydrochloric acid to give a white precipitate. The solid was collected by filtration, washed several times with wa...